From a dataset of the Open Reaction Database (ORD), a public repository of structured organic reaction records. describe an organic reaction: reactants, conditions, products, and yield Starting materials: N#N (N2), FC(C1=CC=C(C=C1)C=CC(=O)Cl)(F)F (3-(4-trifluoromethyl-phenyl)-acryloyl chloride), C(C)(C)(C)OC(NC=1N=C(OC1)CC1=CC(=CC=C1)C(C)=O)=O ([2-(3-acetyl-benzyl)-oxazol-4-yl]-carbamic acid tert-butyl ester), [H-].[Na+] (NaH). The solvent is O (Water), C1CCOC1 (THF), C1CCOC1 (THF), C1CCOC1 (THF). Conditions: temperature 0 celsius, time 30 minute. The product is C(C)(C)(C)OC(N(C=CC1=CC=C(C=C1)C(F)(F)F)C=1N=C(OC1)CC1=CC(=CC=C1)C(C)=O)=O ([2-(3-Acetyl-benzyl)-oxazol-4-yl]-[2-(4-trifluoromethyl-phenyl)-vinyl]-carbamic acid tert-butyl ester). As a reaction SMILES: N#N.[C:3]([O:7][C:8](=[O:25])[NH:9][C:10]1[N:11]=[C:12]([CH2:15][C:16]2[CH:21]=[CH:20][CH:19]=[C:18]([C:22](=[O:24])[CH3:23])[CH:17]=2)[O:13][CH:14]=1)([CH3:6])([CH3:5])[CH3:4].[H-].[Na+].[F:28][C:29]([F:42])([F:41])[C:30]1[CH:35]=[CH:34][C:33]([CH:36]=[CH:37]C(Cl)=O)=[CH:32][CH:31]=1>C1COCC1.O>[C:3]([O:7][C:8](=[O:25])[N:9]([C:10]1[N:11]=[C:12]([CH2:15][C:16]2[CH:21]=[CH:20][CH:19]=[C:18]([C:22](=[O:24])[CH3:23])[CH:17]=2)[O:13][CH:14]=1)[CH:37]=[CH:36][C:33]1[CH:32]=[CH:31][C:30]([C:29]([F:28])([F:41])[F:42])=[CH:35][CH:34]=1)([CH3:6])([CH3:4])[CH3:5] |f:2.3|. Reported procedure: In a flame dried round-bottomed flask equipped with a magnetic stir bar and under inert atmosphere (N2), a solution of [2-(3-acetyl-benzyl)-oxazol-4-yl]-carbamic acid tert-butyl ester (15 mg, 0.05 mmol) in THF (1.0 mL) was added to a suspension of NaH (5 mg, 0.12 mmol) in THF (0.5 mL) at 0° C. The resulting suspension was stirred at 0° C. for 5 min and at rt for 30 min. It was cooled to 0° C. and treated dropwise with a solution of the above prepared 3-(4-trifluoromethyl-phenyl)-acryloyl chlorid...